From a dataset of the Open Reaction Database (ORD), a public repository of structured organic reaction records. describe an organic reaction: reactants, conditions, products, and yield The reactants are COc1ccc(O)c(C(C)(C)C)c1, COc1ccc(N)cc1, Cl, O=N[O-], [Na+], [Na+], [OH-]. Yields the product COc1ccc(N=Nc2cc(OC)cc(C(C)(C)C)c2O)cc1. Reaction SMILES: [CH3:14][O:15][c:16]1[cH:17][c:18]([C:23]([CH3:24])([CH3:25])[CH3:26])[c:19]([OH:22])[cH:20][cH:21]1.[CH3:1][O:2][c:3]1[cH:4][cH:5][c:6]([NH2:9])[cH:7][cH:8]1.[ClH:29].[N:10]([O-:11])=[O:12].[Na+:13].[Na+:28].[OH-:27]>>[CH3:1][O:2][c:3]1[cH:4][cH:5][c:6]([N:9]=[N:10][c:20]2[c:19]([OH:22])[c:18]([C:23]([CH3:24])([CH3:25])[CH3:26])[cH:17][c:16]([O:15][CH3:14])[cH:21]2)[cH:7][cH:8]1. Reactants: COC(=O)c1cc2[nH]c(-c3c(Cl)cccc3Cl)nc2c(F)c1F, CO, Cl, [Na+], [OH-]. Product: O=C(O)c1cc2[nH]c(-c3c(Cl)cccc3Cl)nc2c(F)c1F. RXN SMILES: [CH3:1][O:2][C:3](=[O:4])[c:5]1[cH:6][c:7]2[c:8]([n:9][c:10](-[c:12]3[c:13]([Cl:19])[cH:14][cH:15][cH:16][c:17]3[Cl:18])[nH:11]2)[c:20]([F:23])[c:21]1[F:22].[CH3:27][OH:28].[ClH:26].[Na+:25].[OH-:24]>>[O:2]=[C:3]([OH:4])[c:5]1[cH:6][c:7]2[c:8]([n:9][c:10](-[c:12]3[c:13]([Cl:19])[cH:14][cH:15][cH:16][c:17]3[Cl:18])[nH:11]2)[c:20]([F:23])[c:21]1[F:22]. Reaction SMILES: [C:1]([OH:2])(=[O:3])[CH:4]=[CH:5][C:6]([OH:7])=[O:8].[C:9]([CH3:10])(=[O:11])[c:12]1[cH:13][c:14]2[c:20]([s:21]1)[CH2:19][CH2:18][CH2:17][N:16]([CH2:22][CH2:23][CH2:24][CH2:25][N:26]1[CH2:27][CH2:28][N:29]([c:32]3[n:33][cH:34][cH:35][cH:36][n:37]3)[CH2:30][CH2:31]1)[C:15]2=[O:38].[CH3:47][CH2:48][OH:49].[ClH:39].[Na+:42].[OH:40][NH2:41].[OH:43][C:44](=[O:45])[O-:46]>>[C:9]([CH3:10])([c:12]1[cH:13][c:14]2[c:20]([s:21]1)[CH2:19][CH2:18][CH2:17][N:16]([CH2:22][CH2:23][CH2:24][CH2:25][N:26]1[CH2:27][CH2:28][N:29]([c:32]3[n:33][cH:34][cH:35][cH:36][n:37]3)[CH2:30][CH2:31]1)[C:15]2=[O:38])=[N:41][OH:40]. Yields the product CC(=NO)c1cc2c(s1)CCCN(CCCCN1CCN(c3ncccn3)CC1)C2=O. Starting materials: O=C(O)C=CC(=O)O, CC(=O)c1cc2c(s1)CCCN(CCCCN1CCN(c3ncccn3)CC1)C2=O, CCO, Cl, [Na+], NO, O=C([O-])O. As a reaction SMILES: [Br:1][C:2]1[C:7]([O:8][CH3:9])=[CH:6][CH:5]=[C:4]([N+:10]([O-])=O)[N:3]=1.[OH-].[NH4+].S(S([O-])=O)([O-])=O.[Na+].[Na+]>CCCCCC.C(OCC)(=O)C.O.C(O)C>[Br:1][C:2]1[C:7]([O:8][CH3:9])=[CH:6][CH:5]=[C:4]([NH2:10])[N:3]=1 |f:1.2,3.4.5,6.7|. Conditions: temperature 60 celsius, time 30 minute. Product: BrC1=NC(=CC=C1OC)N (2-Bromo-3-methoxy-6-aminopyridine). Reactants: BrC1=NC(=CC=C1OC)[N+](=O)[O-] (2-Bromo-3-methoxy-6-nitropyridine), [OH-].[NH4+] (ammonium hydroxide), S(=O)([O-])S(=O)[O-].[Na+].[Na+] (sodium hydrosulfite). Yield: 49.3%. The solvent is C(C)O (ethanol), O (water), O (water), CCCCCC.C(C)(=O)OCC (hexane ethyl acetate). Procedure details: 2-Bromo-3-methoxy-6-nitropyridine (470 mg, 2.0 mmol) was added to 8 mL (3:1 water: ethanol) and 2 mL of 30% ammonium hydroxide. Added 350 mg (2 mmol) of sodium hydrosulfite (Na2SsO4) and heated to 60° C. After 30 min, no starting material was seen. Added 50 mL of water and extracted the product with methylene chloride (2×25 mL). Dried over MgSO4, filtered and reduced the volume. Flash chromatography (75/25 hexane/ethyl acetate) recovered 200 mg of product (50% yield). 1H NMR (CDCl3, 200 MHz) δ 7... The reactants are CC1=CC=2N(N=C1C1=CC=C(C#N)C=C1)C=NN2 (p-(7-methyl-1,2,4-triazolo[4,3-b]pyridazin-6-yl)benzonitrile), N1=CC=CC=C1 (pyridine), S (hydrogen sulfide). Solvent: C(C)N(CC)CC (triethylamine). Yields the product CC1=CC=2N(N=C1C1=CC=C(C(=S)N)C=C1)C=NN2 (p-(7-methyl-1,2,4-triazolo[4,3-b]pyridazin-6-yl)thiobenzamide). RXN SMILES: [CH3:1][C:2]1[C:7]([C:8]2[CH:15]=[CH:14][C:11]([C:12]#[N:13])=[CH:10][CH:9]=2)=[N:6][N:5]2[CH:16]=[N:17][N:18]=[C:4]2[CH:3]=1.N1C=CC=CC=1.[SH2:25]>C(N(CC)CC)C>[CH3:1][C:2]1[C:7]([C:8]2[CH:15]=[CH:14][C:11]([C:12]([NH2:13])=[S:25])=[CH:10][CH:9]=2)=[N:6][N:5]2[CH:16]=[N:17][N:18]=[C:4]2[CH:3]=1. Procedure details: A 2.1 g. portion of p-(7-methyl-1,2,4-triazolo[4,3-b]pyridazin-6-yl)benzonitrile (prepared as in Example 1) is partially dissolved in a solvent mixture of 50 ml. of pyridine plus 5.0 ml. of triethylamine. Hydrogen sulfide gas is bubbled into the reaction mixture over a 3 hour period during which time the color of the reaction mixture changes from yellow to green. A solid begins to form in the reaction mixture approximately 15 minutes after the addition of the hydrogen sulfide gas is begun. The m...